From a dataset of the Open Reaction Database (ORD), a public repository of structured organic reaction records. describe an organic reaction: reactants, conditions, products, and yield Starting materials: CC1=C(C=CC=C1)C1=NC2=CC=CC=C2C(N1)=O (2-(2-methylphenyl)quinazolin-4(3H)-one), S(=O)(Cl)Cl (thionyl chloride). Run in CN(C=O)C (dimethylformamide). The product is ClC1=NC(=NC2=CC=CC=C12)C1=C(C=CC=C1)C (4-chloro-2-(2-methylphenyl)quinazoline). As a reaction SMILES: [CH3:1][C:2]1[CH:7]=[CH:6][CH:5]=[CH:4][C:3]=1[C:8]1[NH:17][C:16](=O)[C:15]2[C:10](=[CH:11][CH:12]=[CH:13][CH:14]=2)[N:9]=1.S(Cl)([Cl:21])=O>CN(C)C=O>[Cl:21][C:16]1[C:15]2[C:10](=[CH:11][CH:12]=[CH:13][CH:14]=2)[N:9]=[C:8]([C:3]2[CH:4]=[CH:5][CH:6]=[CH:7][C:2]=2[CH3:1])[N:17]=1. Procedure: A mixture of 7.6 g of 2-(2-methylphenyl)quinazolin-4(3H)-one and 55 ml of thionyl chloride was treated with 2.35 g of dimethylformamide as described in Example I. The isolated solid was recrystallized from cyclohexane to give 5.1 g of 4-chloro-2-(2-methylphenyl)quinazoline, m.p. 103°-104°; ir and nmr spectra were consistent with the assigned structure. Starting materials: C(#N)C1=NC(=C(N=C1C#N)Cl)Cl (2,3-dicyano-5,6-dichloropyrazine), C1(=CC=CC=C1)P(OC)C1=CC=CC=C1 (methyl diphenylphosphinite). The solvent is ClC1=C(C=CC=C1)Cl (o-dichlorobenzene). Reaction conditions: time 8 hour. The product is C(#N)C1=NC(=C(N=C1C#N)P(=O)(C1=CC=CC=C1)C1=CC=CC=C1)P(=O)(C1=CC=CC=C1)C1=CC=CC=C1 (2,3-dicyano-5,6-bis(diphenylphosphinyl)pyrazine). Isolated yield 65.9%. Reaction SMILES: [C:1]([C:3]1[C:8]([C:9]#[N:10])=[N:7][C:6](Cl)=[C:5](Cl)[N:4]=1)#[N:2].[C:13]1([P:19]([C:22]2[CH:27]=[CH:26][CH:25]=[CH:24][CH:23]=2)[O:20]C)[CH:18]=[CH:17][CH:16]=[CH:15][CH:14]=1>ClC1C=CC=CC=1Cl>[C:1]([C:3]1[C:8]([C:9]#[N:10])=[N:7][C:6]([P:19]([C:22]2[CH:27]=[CH:26][CH:25]=[CH:24][CH:23]=2)([C:13]2[CH:18]=[CH:17][CH:16]=[CH:15][CH:14]=2)=[O:20])=[C:5]([P:19]([C:22]2[CH:23]=[CH:24][CH:25]=[CH:26][CH:27]=2)([C:13]2[CH:18]=[CH:17][CH:16]=[CH:15][CH:14]=2)=[O:20])[N:4]=1)#[N:2]. Reported procedure: To a stirred, refluxing solution of 5.00 g of 2,3-dicyano-5,6-dichloropyrazine in 100 ml of o-dichlorobenzene under nitrogen was added dropwise 10.00 g of methyl diphenylphosphinite. After the addition was completed, the mixture was refluxed for 4 hours and then allowed to stand overnight. The resulting solid was separated by filtration, washed with benzene and twice with hexane, recrystallized from 200 ml of o-dichlorobenzene, and dried at 80° C./0.1 mm (13 Pa) to give 8.08 g of 2,3-dicyano-5,6... Reactants: CN(C(=N)N[N+](=O)[O-])C (N,N-dimethyl-N'-nitroguanidine), [OH-].[Na+] (sodium hydroxide), ClC=1SC(=CN1)CCl (2-chloro-5-(chloromethyl)thiazole). Run in CN(C)C=O (DMF), CN(C)C=O (DMF). Conditions: time 13 hour. Product: ClC=1SC(=CN1)CNC(=N[N+](=O)[O-])N(C)C (1-(2-chloro-5-thiazolylmethyl)-3,3-dimethyl-2-nitroguanidine). Reaction SMILES: [CH3:1][N:2]([CH3:9])[C:3]([NH:5][N+:6]([O-:8])=[O:7])=[NH:4].[OH-].[Na+].[Cl:12][C:13]1[S:14][C:15]([CH2:18]Cl)=[CH:16][N:17]=1>CN(C=O)C>[Cl:12][C:13]1[S:14][C:15]([CH2:18][NH:4][C:3]([N:2]([CH3:9])[CH3:1])=[N:5][N+:6]([O-:8])=[O:7])=[CH:16][N:17]=1 |f:1.2|. Reported procedure: To a mixture of 13.0 g of N,N-dimethyl-N'-nitroguanidine, 5.90 g of powdery sodium hydroxide and 200 ml of dry DMF was dropwise added a solution of 2-chloro-5-(chloromethyl)thiazole in 15 ml of DMF over 2 hours while cooling with ice. The bath was removed, and stirring continued at room temperature for 13 hours followed by removal of the DMF by distillation under reduced pressure. To the residue was added 200 ml of acetonitrile followed by separation of insoluble materials by filtration on celit... The reactants are BrC1=CC(N(C=C1)CC(=O)OCC)=O (ethyl (4-bromo-2-oxopyridin-1(2H)-yl)acetate), ClC=1C=CC(=C(C1)B(O)O)C(F)(F)F (5-chloro-2-trifluoromethylphenylboronic acid), [1,1-bis(diphenylphosphino)ferrocene]palladium(II) chloride dichloromethane. Yields the product ClC=1C=CC(=C(C1)C1=CC(N(C=C1)CC(=O)OCC)=O)C(F)(F)F (Ethyl {4-[5-chloro-2-(trifluoromethyl)phenyl]-2-oxopyridin-1(2H)-yl}acetate). As a reaction SMILES: Br[C:2]1[CH:7]=[CH:6][N:5]([CH2:8][C:9]([O:11][CH2:12][CH3:13])=[O:10])[C:4](=[O:14])[CH:3]=1.[Cl:15][C:16]1[CH:17]=[CH:18][C:19]([C:25]([F:28])([F:27])[F:26])=[C:20](B(O)O)[CH:21]=1>>[Cl:15][C:16]1[CH:17]=[CH:18][C:19]([C:25]([F:26])([F:27])[F:28])=[C:20]([C:2]2[CH:7]=[CH:6][N:5]([CH2:8][C:9]([O:11][CH2:12][CH3:13])=[O:10])[C:4](=[O:14])[CH:3]=2)[CH:21]=1. Reported procedure: 2.04 g (7.8 mmol) of ethyl (4-bromo-2-oxopyridin-1(2H)-yl)acetate and 1.98 g (8.6 mmol) of 5-chloro-2-trifluoromethylphenylboronic acid in the presence of [1,1-bis(diphenylphosphino)ferrocene]palladium(II) chloride/dichloromethane monoadduct were reacted according to General Method 2A. Yield: 2.89 g (quant.) Reactants: OC1=C(C(=O)C2CCNCC2)C=CC(=C1)OC (4-(2-hydroxy-4-methoxybenzoyl)piperidine), C([O-])(O)=O.[Na+] (sodium bicarbonate), ClC(=O)OCC1=CC=CC=C1 (benzyl chloroformate). The solvent is ClCCl (dichloromethane), ClCCl (dichloromethane). Conditions: time 1.5 hour. Product: OC1=C(C(=O)C2CCN(CC2)C(=O)OCC2=CC=CC=C2)C=CC(=C1)OC (4-(2-Hydroxy-4-methoxybenzoyl)-1-piperidine carboxylic acid, phenylmethyl ester). Isolated yield 76.5%. As a reaction SMILES: [OH:1][C:2]1[CH:15]=[C:14]([O:16][CH3:17])[CH:13]=[CH:12][C:3]=1[C:4]([CH:6]1[CH2:11][CH2:10][NH:9][CH2:8][CH2:7]1)=[O:5].C(=O)(O)[O-].[Na+].Cl[C:24]([O:26][CH2:27][C:28]1[CH:33]=[CH:32][CH:31]=[CH:30][CH:29]=1)=[O:25]>ClCCl>[OH:1][C:2]1[CH:15]=[C:14]([O:16][CH3:17])[CH:13]=[CH:12][C:3]=1[C:4]([CH:6]1[CH2:7][CH2:8][N:9]([C:24]([O:26][CH2:27][C:28]2[CH:33]=[CH:32][CH:31]=[CH:30][CH:29]=2)=[O:25])[CH2:10][CH2:11]1)=[O:5] |f:1.2|. Procedure: To a stirred, ice-cooled mixture of 36.1 g of 4-(2-hydroxy-4-methoxybenzoyl)piperidine, 16.3 g of sodium bicarbonate and 350 ml of dichloromethane, was added dropwise 22.9 ml of benzyl chloroformate in dichloromethane. After the addition was complete, the mixture was stirred at ambient temperature for 1.5 hrs, filtered and the filtrate concentrated to an oil. The oil crystallized. The crystals were collected, washed with hexane and dried to yield 42.4 g (76.5%) of product. Recrystallization from... Reactants: N1N=CN=C1 (1,2,4-triazole), ClC=1N=C(C2=C(N1)SC(=C2)C(F)(F)F)NCC2=CC1=C(C=C2)OCCO1 (2-chloro-6-trifluoromethyl-4-(3,4-ethylendioxybenzylamino)-thieno-[2,3-d]-pyrimidine). Yields the product N1(N=CN=C1)C=1N=C(C2=C(N1)SC(=C2)C(F)(F)F)NCC2=CC1=C(C=C2)OCCO1 (2-(1,2,4-triazol-1-yl)-6-trifluoromethyl-4-(3,4-ethylendioxybenzylamino)-thieno-[2,3-d]-pyrimidine). Reaction SMILES: [NH:1]1[CH:5]=[N:4][CH:3]=[N:2]1.Cl[C:7]1[N:8]=[C:9]([NH:20][CH2:21][C:22]2[CH:27]=[CH:26][C:25]3[O:28][CH2:29][CH2:30][O:31][C:24]=3[CH:23]=2)[C:10]2[CH:15]=[C:14]([C:16]([F:19])([F:18])[F:17])[S:13][C:11]=2[N:12]=1>>[N:1]1([C:7]2[N:8]=[C:9]([NH:20][CH2:21][C:22]3[CH:27]=[CH:26][C:25]4[O:28][CH2:29][CH2:30][O:31][C:24]=4[CH:23]=3)[C:10]3[CH:15]=[C:14]([C:16]([F:17])([F:19])[F:18])[S:13][C:11]=3[N:12]=2)[CH:5]=[N:4][CH:3]=[N:2]1. Procedure details: Following the procedure of Example 97, the reaction of 1,2,4-triazole with 2-chloro-6-trifluoromethyl-4-(3,4-ethylendioxybenzylamino)-thieno-[2,3-d]-pyrimidine gives 2-(1,2,4-triazol-1-yl)-6-trifluoromethyl-4-(3,4-ethylendioxybenzylamino)-thieno-[2,3-d]-pyrimidine. Yields the product ClC1=C(C=CC(=C1)OCCN1CCCC1)C(C(CC)=C)=O (1-{2-Chloro-4-[2-(N-pyrrolidinyl)ethoxy]-phenyl}-2-methylene-1-butanone). As a reaction SMILES: [Cl:1][C:2]1[CH:7]=[C:6]([O:8][CH2:9][CH2:10][N:11]([CH2:14][CH3:15])[CH2:12][CH3:13])[CH:5]=[CH:4][C:3]=1[C:16](=[O:21])[C:17](=[CH2:20])[CH2:18][CH3:19].C(=O)CCC>>[Cl:1][C:2]1[CH:7]=[C:6]([O:8][CH2:9][CH2:10][N:11]2[CH2:12][CH2:13][CH2:15][CH2:14]2)[CH:5]=[CH:4][C:3]=1[C:16](=[O:21])[C:17](=[CH2:20])[CH2:18][CH3:19]. The reactants are ClC1=C(C=CC(=C1)OCCN(CC)CC)C(C(CC)=C)=O (1-[2-Chloro-4-(2-diethylaminoethoxy)phenyl]-2-methylene-1-butanone), C(CCC)=O (1-butanone). Procedure: This compound is prepared by essentially the same procedure as described in Example 1 Step B except that the 1-{2-chloro-4-(2-diethylaminoethoxy)phenyl}-1-butanone of Example 1 Step B is replaced by an equimolecular quantity of 1-{2-chloro-4-[2-N-pyrrolidinyl)ethoxy]phenyl}-1-butanone. The product is obtained as a yellow oil upon distillation in vacuo (0.3 mm.).